Task: describe an organic reaction: reactants, conditions, products, and yield. Dataset: the Open Reaction Database (ORD), a public repository of structured organic reaction records The reactants are OO (Hydrogen peroxide), C/1=C/CCCCCC1 (cis-cyclooctene). Reagents/catalysts: catalyst. The solvent is C(C)(C)(C)O (tert-butanol). Reaction conditions: temperature 30 celsius, time 48 hour. Yields the product C12CCCCCCC2O1 (9-oxabicyclo[6.1.0] nonane). Isolated yield 65.0%. As a reaction SMILES: [OH:1]O.[CH:3]1=[CH:4][CH2:5][CH2:6][CH2:7][CH2:8][CH2:9][CH2:10]1>C(O)(C)(C)C>[CH:3]12[O:1][CH:10]1[CH2:9][CH2:8][CH2:7][CH2:6][CH2:5][CH2:4]2. Reported procedure: Hydrogen peroxide (30%, 2 ml) was added to a mixture of the catalyst from Example 48 (0.04 g) and cis-cyclooctene (1.4 g, 11.5 mmol) in tert-butanol (10 ml) at 30° C. under an atmosphere of nitrogen. The reaction mixture was stirred at 30° C. for 48 h under nitrogen. The catalyst was filtered off and washed well with ether (80 ml). The combined organic layers were washed well with water (2×40 ml) and then dried over magnesium sulphate. After filtration the solvent was removed under reduced press...